This data is from the Open Reaction Database (ORD), a public repository of structured organic reaction records. The task is: describe an organic reaction: reactants, conditions, products, and yield The reactants are CO, Cl, CC(C)CC(N)C(O)C(=O)O. The product is Cl, COC(=O)C(O)C(N)CC(C)C. RXN SMILES: [CH3:13][OH:14].[ClH:1].[NH2:2][CH:3]([CH:4]([C:5](=[O:6])[OH:7])[OH:8])[CH2:9][CH:10]([CH3:11])[CH3:12]>>[ClH:1].[NH2:2][CH:3]([CH:4]([C:5](=[O:6])[O:7][CH3:13])[OH:8])[CH2:9][CH:10]([CH3:11])[CH3:12]. Yields the product C1(=CC=CC=C1)C1=CC(=NC=C1)C1=CC=2NC3=CC=CC=C3C2C=C1 (2-(4-phenylpyridin-2-yl)-9H-carbazole). Conditions: temperature 102.5 celsius, time 16 hour. Reaction SMILES: CC1(C)C(C)(C)OB([C:9]2[CH:21]=[CH:20][C:19]3[C:18]4[C:13](=[CH:14][CH:15]=[CH:16][CH:17]=4)[NH:12][C:11]=3[CH:10]=2)O1.Cl[C:24]1[CH:29]=[C:28]([C:30]2[CH:35]=[CH:34][CH:33]=[CH:32][CH:31]=2)[CH:27]=[CH:26][N:25]=1.C1(P(C2CCCCC2)C2CCCCC2)CCCCC1.[O-]P([O-])([O-])=O.[K+].[K+].[K+]>C1C=CC(/C=C/C(/C=C/C2C=CC=CC=2)=O)=CC=1.C1C=CC(/C=C/C(/C=C/C2C=CC=CC=2)=O)=CC=1.C1C=CC(/C=C/C(/C=C/C2C=CC=CC=2)=O)=CC=1.[Pd].[Pd]>[C:30]1([C:28]2[CH:29]=[CH:24][N:25]=[C:26]([C:9]3[CH:21]=[CH:20][C:19]4[C:18]5[C:13](=[CH:14][CH:15]=[CH:16][CH:17]=5)[NH:12][C:11]=4[CH:10]=3)[CH:27]=2)[CH:31]=[CH:32][CH:33]=[CH:34][CH:35]=1 |f:3.4.5.6,7.8.9.10.11|. Reagents/catalysts: C=1C=CC(=CC1)/C=C/C(=O)/C=C/C2=CC=CC=C2.C=1C=CC(=CC1)/C=C/C(=O)/C=C/C2=CC=CC=C2.C=1C=CC(=CC1)/C=C/C(=O)/C=C/C2=CC=CC=C2.[Pd].[Pd] (Pd2(dba)3). Procedure details: To a three-necked flask equipped with a magnetic stir bar was added 2-(4,4,5,5-tetramethyl-1,3,2-dioxaborolan-2-yl)-9H-carbazole (682 mg, 2.32 mmol, 1.1 eq), 2-chloro-4-phenylpyridine (400 mg, 2.11 mmol, 1.0 eq), Pd2(dba)3 (21 mg, 0.023 mmol, 0.01 eq), PCy3 (14 mg, 0.051 mmol, 0.024 eq) and K3PO4 (761 mg, 3.59 mmol, 1.7 eq). Then the flask was evacuated and back-filled with nitrogen, and the evacuation and back-fill procedure was repeated twice. Then solvent dioxane (8 mL) and water (3.8 mL) wer... The reactants are CC1(OB(OC1(C)C)C1=CC=2NC3=CC=CC=C3C2C=C1)C (2-(4,4,5,5-tetramethyl-1,3,2-dioxaborolan-2-yl)-9H-carbazole), ClC1=NC=CC(=C1)C1=CC=CC=C1 (2-chloro-4-phenylpyridine), C1(CCCCC1)P(C1CCCCC1)C1CCCCC1 (PCy3), [O-]P(=O)([O-])[O-].[K+].[K+].[K+] (K3PO4). RXN SMILES: [CH3:1][CH:2]([CH3:3])[c:4]1[n:5][c:6]2[c:7]([n:8]1[CH2:9][c:10]1[cH:11][cH:12][cH:13][c:14]3[cH:15][cH:16][cH:17][cH:18][c:19]13)[cH:20][c:21]([N:25]1[CH2:26][CH2:27][O:28][CH2:29][CH2:30]1)[cH:22][c:23]2[NH2:24].[N:36]([O-:37])=[O:38].[Na+:39].[Na+:44].[O-:40][C:41]([OH:42])=[O:43].[OH2:45].[S:31]([OH:32])(=[O:33])(=[O:34])[OH:35]>>[CH3:1][CH:2]([CH3:3])[c:4]1[n:5][c:6]2[c:7]([n:8]1[CH2:9][c:10]1[cH:11][cH:12][cH:13][c:14]3[cH:15][cH:16][cH:17][cH:18][c:19]13)[cH:20][c:21]([N:25]1[CH2:26][CH2:27][O:28][CH2:29][CH2:30]1)[cH:22][c:23]2[OH:32]. The reactants are CC(C)c1nc2c(N)cc(N3CCOCC3)cc2n1Cc1cccc2ccccc12, O=N[O-], [Na+], [Na+], O=C([O-])O, O, O=S(=O)(O)O. Yields the product CC(C)c1nc2c(O)cc(N3CCOCC3)cc2n1Cc1cccc2ccccc12. The reactants are COc1cc(NC(=O)OC(C)(C)C)c(I)c(OC)c1, C1CCOC1, CCOC(C)=O, ClCCl, [Na+], O=C([O-])O, O=S(=O)(Cl)Cl. Reaction SMILES: [C:6]([CH3:7])([CH3:8])([CH3:9])[O:10][C:11]([NH:12][c:13]1[c:14]([I:23])[c:15]([O:21][CH3:22])[cH:16][c:17]([O:19][CH3:20])[cH:18]1)=[O:24].[CH2:39]1[O:40][CH2:41][CH2:42][CH2:43]1.[CH3:30][CH2:31][O:32][C:33]([CH3:34])=[O:35].[Cl:36][CH2:37][Cl:38].[Na+:29].[O-:25][C:26]([OH:27])=[O:28].[S:1]([Cl:2])(=[O:3])([Cl:4])=[O:5]>>[Cl:4][c:18]1[c:13]([NH:12][C:11]([O:10][C:6]([CH3:7])([CH3:8])[CH3:9])=[O:24])[c:14]([I:23])[c:15]([O:21][CH3:22])[cH:16][c:17]1[O:19][CH3:20]. Product: COc1cc(OC)c(I)c(NC(=O)OC(C)(C)C)c1Cl. The reactants are C(C)(=O)OCC (ethyl acetate), C(C=C)OC(=O)N1[C@H](C[C@@H](C1)SC(C1=CC=CC=C1)(C1=CC=CC=C1)C1=CC=CC=C1)CC(N)=S ((2R,4S)-1-allyloxycarbonyl-2-thiocarbamoylmethyl-4-(triphenylmethylthio) pyrrolidine), IC (iodomethane), C([O-])([O-])=O.[K+].[K+] (potassium carbonate). Run in O (water), C(C)#N (acetonitrile). Reaction conditions: time 3 hour. The product is C(C=C)OC(=O)N1[C@H](C[C@@H](C1)SC(C1=CC=CC=C1)(C1=CC=CC=C1)C1=CC=CC=C1)CC(SC)=N ((2R,4S)-1-allyloxycarbonyl-2-(2-imino-2-methylthioethyl)-4(triphenylmethylthio) pyrrolidine). Isolated yield 63.7%. RXN SMILES: [CH2:1]([O:4][C:5]([N:7]1[CH2:11][C@@H:10]([S:12][C:13]([C:26]2[CH:31]=[CH:30][CH:29]=[CH:28][CH:27]=2)([C:20]2[CH:25]=[CH:24][CH:23]=[CH:22][CH:21]=2)[C:14]2[CH:19]=[CH:18][CH:17]=[CH:16][CH:15]=2)[CH2:9][C@@H:8]1[CH2:32][C:33](=[S:35])[NH2:34])=[O:6])[CH:2]=[CH2:3].IC.[C:38](=O)([O-])[O-].[K+].[K+].C(OCC)(=O)C>C(#N)C.O>[CH2:1]([O:4][C:5]([N:7]1[CH2:11][C@@H:10]([S:12][C:13]([C:26]2[CH:31]=[CH:30][CH:29]=[CH:28][CH:27]=2)([C:20]2[CH:21]=[CH:22][CH:23]=[CH:24][CH:25]=2)[C:14]2[CH:19]=[CH:18][CH:17]=[CH:16][CH:15]=2)[CH2:9][C@@H:8]1[CH2:32][C:33](=[NH:34])[S:35][CH3:38])=[O:6])[CH:2]=[CH2:3] |f:2.3.4|. Procedure: To a solution of (2R,4S)-1-allyloxycarbonyl-2-thiocarbamoylmethyl-4-(triphenylmethylthio) pyrrolidine (110 mg) in acetonitrile (4 ml) were added iodomethane (497 mg) and potassium carbonate (61 mg). After stirring at room temperature for 3 hours, the solution was poured into a mixture of ethyl acetate and water. The separated organic layer was washed with aqueous sodium chloride solution, dried over magnesium sulfate and evaporated. The residue was subjected to column chromatography on silica ge...